This data is from the Open Reaction Database (ORD), a public repository of structured organic reaction records. The task is: describe an organic reaction: reactants, conditions, products, and yield Starting materials: CNCCCN(Cc1ccc2c(c1)OCO2)C(=O)OC(C)(C)C, CS(C)=O, Clc1nsc(Cl)n1, O. Product: CN(CCCN(Cc1ccc2c(c1)OCO2)C(=O)OC(C)(C)C)c1nc(Cl)ns1. Reaction SMILES: [C:1]([CH3:2])([CH3:3])([CH3:4])[O:5][C:6]([N:7]([CH2:8][CH2:9][CH2:10][NH:11][CH3:12])[CH2:13][c:14]1[cH:15][c:16]2[c:17]([cH:21][cH:22]1)[O:18][CH2:19][O:20]2)=[O:23].[CH3:31][S:32]([CH3:33])=[O:34].[Cl:24][c:25]1[n:26][s:27][c:28]([Cl:30])[n:29]1.[OH2:35]>>[C:1]([CH3:2])([CH3:3])([CH3:4])[O:5][C:6]([N:7]([CH2:8][CH2:9][CH2:10][N:11]([CH3:12])[c:28]1[s:27][n:26][c:25]([Cl:24])[n:29]1)[CH2:13][c:14]1[cH:15][c:16]2[c:17]([cH:21][cH:22]1)[O:18][CH2:19][O:20]2)=[O:23]. Reactants: CI, COc1cc2[nH]c(=O)oc(=O)c2cc1OC, [H-], [Na+], CN(C)C=O. Product: COc1cc2c(=O)oc(=O)n(C)c2cc1OC. Reaction SMILES: [CH3:19][I:20].[CH3:1][O:2][c:3]1[c:4]([O:15][CH3:16])[cH:5][c:6]2[c:7]([c:8](=[O:13])[o:9][c:10](=[O:12])[nH:11]2)[cH:14]1.[H-:18].[Na+:17].[O:21]=[CH:22][N:23]([CH3:24])[CH3:25]>>[CH3:1][O:2][c:3]1[c:4]([O:15][CH3:16])[cH:5][c:6]2[c:7]([c:8](=[O:13])[o:9][c:10](=[O:12])[n:11]2[CH3:19])[cH:14]1. Starting materials: [Si](C)(C)(C(C)(C)C)O[C@@H]1C=2C(=C(C(=NC2CC(C1)(C)C)C(C)C)C=O)I ((S)-5-(tert-butyldimethylsilyloxy)-4-iodo-2-isopropyl-7,7-dimethyl-5,6,7,8-tetrahydroquinoline-3-carbaldehyde), C(C)(C)(C)C1=CC=C(C=C1)[Mg]Br (4-tert.-butylphenylmagnesium bromide), [Si](C)(C)(C(C)(C)C)O[C@@H]1C=2C(=C(C(=NC2CC(C1)(C)C)C(C)C)[C@H](O)C1=CC=C(C=C1)C(C)(C)C)I ((R)—((S)-5-(tert-butyldimethylsilyloxy)-4-iodo-2-isopropyl-7,7-dimethyl-5,6,7,8-tetrahydroquinolin-3-yl)(4-tert-butylphenyl)methanol). Product: [Si](C)(C)(C(C)(C)C)O[C@@H]1C=2C(=C(C(=NC2CC(C1)(C)C)C(C)C)[C@@H](O)C1=CC=C(C=C1)C(C)(C)C)I ((S)—((S)-5-(tert-butyldimethylsilyloxy)-4-iodo-2-isopropyl-7,7-dimethyl-5,6,7,8-tetrahydroquinolin-3-yl)(4-tert-butylphenyl)methanol). RXN SMILES: [Si](O[C@H]1CC(C)(C)CC2N=C(C(C)C)C(C=O)=C(I)C1=2)(C(C)(C)C)(C)C.C(C1C=CC([Mg]Br)=CC=1)(C)(C)C.[Si:39]([O:46][C@H:47]1[CH2:56][C:55]([CH3:58])([CH3:57])[CH2:54][C:53]2[N:52]=[C:51]([CH:59]([CH3:61])[CH3:60])[C:50]([C@@H:62]([C:64]3[CH:69]=[CH:68][C:67]([C:70]([CH3:73])([CH3:72])[CH3:71])=[CH:66][CH:65]=3)[OH:63])=[C:49]([I:74])[C:48]1=2)([C:42]([CH3:45])([CH3:44])[CH3:43])([CH3:41])[CH3:40]>>[Si:39]([O:46][C@H:47]1[CH2:56][C:55]([CH3:58])([CH3:57])[CH2:54][C:53]2[N:52]=[C:51]([CH:59]([CH3:61])[CH3:60])[C:50]([C@H:62]([C:64]3[CH:65]=[CH:66][C:67]([C:70]([CH3:71])([CH3:73])[CH3:72])=[CH:68][CH:69]=3)[OH:63])=[C:49]([I:74])[C:48]1=2)([C:42]([CH3:43])([CH3:44])[CH3:45])([CH3:41])[CH3:40]. Procedure: Obtained by starting from (S)-5-(tert-butyldimethylsilyloxy)-4-iodo-2-isopropyl-7,7-dimethyl-5,6,7,8-tetrahydroquinoline-3-carbaldehyde and 4-tert.-butylphenylmagnesium bromide. (R)—((S)-5-(tert-butyldimethylsilyloxy)-4-iodo-2-isopropyl-7,7-dimethyl-5,6,7,8-tetrahydroquinolin-3-yl)(4-tert-butylphenyl)methanol: The reactants are CCN(C(C)C)C(C)C, CS(=O)(=O)Cl, CCOCC, O=C(Oc1ccc(Cl)cc1)N1CCc2cc(C#CCCCO)c(F)cc21, ClCCl. The product is CS(=O)(=O)OCCCC#Cc1cc2c(cc1F)N(C(=O)Oc1ccc(Cl)cc1)CC2. Reaction SMILES: [CH2:27]([N:28]([CH:29]([CH3:30])[CH3:31])[CH:32]([CH3:33])[CH3:34])[CH3:35].[CH3:36][S:37]([Cl:38])(=[O:39])=[O:40].[CH3:41][CH2:42][O:43][CH2:44][CH3:45].[Cl:1][c:2]1[cH:3][cH:4][c:5]([O:8][C:9](=[O:10])[N:11]2[CH2:12][CH2:13][c:14]3[cH:15][c:16]([C:21]#[C:22][CH2:23][CH2:24][CH2:25][OH:26])[c:17]([F:20])[cH:18][c:19]32)[cH:6][cH:7]1.[Cl:46][CH2:47][Cl:48]>>[Cl:1][c:2]1[cH:3][cH:4][c:5]([O:8][C:9](=[O:10])[N:11]2[CH2:12][CH2:13][c:14]3[cH:15][c:16]([C:21]#[C:22][CH2:23][CH2:24][CH2:25][O:26][S:37]([CH3:36])(=[O:39])=[O:40])[c:17]([F:20])[cH:18][c:19]32)[cH:6][cH:7]1.